describe an organic reaction: reactants, conditions, products, and yield From a dataset of the Open Reaction Database (ORD), a public repository of structured organic reaction records. The reactants are COC(C[C@@H]1[C@H](C(N1)=O)C(C)(C)OC)OC ((3S, 4R)-4-(2,2-dimethoxyethyl)-3-(1-methoxy-1-methylethyl)azetidin-2-one). The product is COC(C)(C)[C@H]1C(N[C@@H]1CC=O)=O ((3S, 4R)-3-(1-methoxy-1-methylethyl)-4-(2-oxoethyl)azetidin-2-one). As a reaction SMILES: C[O:2][CH:3](OC)[CH2:4][C@H:5]1[NH:8][C:7](=[O:9])[C@@H:6]1[C:10]([O:13][CH3:14])([CH3:12])[CH3:11]>C(O)(=O)C>[CH3:14][O:13][C:10]([C@@H:6]1[C@@H:5]([CH2:4][CH:3]=[O:2])[NH:8][C:7]1=[O:9])([CH3:12])[CH3:11]. Isolated yield 92.1%. Procedure details: A solution of (3S, 4R)-4-(2,2-dimethoxyethyl)-3-(1-methoxy-1-methylethyl)azetidin-2-one (1.03 g) in 80% aqueous acetic acid (50 ml) was stirred at 50° C. for 4 hours, and the solution was evaporated in vacuo. The residue was dissolved in toluene (8 ml) and evaporated in vacuo to give (3S, 4R)-3-(1-methoxy-1-methylethyl)-4-(2-oxoethyl)azetidin-2-one (760 mg) as an oil. The solvent is C(C)(=O)O (acetic acid). The reactants are ClC1=NC=CC(=N1)NC1=C(C=CC(=C1)NC(C1=CC(=CC(=C1)N1CCOCC1)F)=O)C (2-chloro-4-[5-(3-fluoro-5-morpholinobenzamido)-2-methylanilino]pyrimidine), [OH-].[NH4+] (ammonium hydroxide). Solvent: C(=O)O (formic acid). Run at temperature 65 celsius. Product: FC=1C=C(C(=O)NC=2C=CC(=C(NC3=NC(=NC=C3)O)C2)C)C=C(C1)N1CCOCC1 (4-[5-(3-Fluoro-5-morpholinobenzamido)-2-methylanilino]-2-hydroxypyrimidine). RXN SMILES: Cl[C:2]1[N:7]=[C:6]([NH:8][C:9]2[CH:14]=[C:13]([NH:15][C:16](=[O:30])[C:17]3[CH:22]=[C:21]([N:23]4[CH2:28][CH2:27][O:26][CH2:25][CH2:24]4)[CH:20]=[C:19]([F:29])[CH:18]=3)[CH:12]=[CH:11][C:10]=2[CH3:31])[CH:5]=[CH:4][N:3]=1.[OH-:32].[NH4+]>C(O)=O>[F:29][C:19]1[CH:18]=[C:17]([CH:22]=[C:21]([N:23]2[CH2:28][CH2:27][O:26][CH2:25][CH2:24]2)[CH:20]=1)[C:16]([NH:15][C:13]1[CH:12]=[CH:11][C:10]([CH3:31])=[C:9]([CH:14]=1)[NH:8][C:6]1[CH:5]=[CH:4][N:3]=[C:2]([OH:32])[N:7]=1)=[O:30] |f:1.2|. Procedure details: A mixture of 2-chloro-4-[5-(3-fluoro-5-morpholinobenzamido)-2-methylanilino]pyrimidine (0.1 g) and formic acid (1.0 ml) was stirred and heated to 65° C. for 16 hours. The mixture was allowed to cool to ambient temperature and was poured into a dilute aqueous ammonium hydroxide solution. The resultant precipitate was isolated and washed with anhydrous diethyl ether. There was thus obtained the title compound (0.09 g); NMR Spectrum: (DMSOd6) 2.14 (s, 3H), 3.2 (m, 4H), 3.73 (m, 4H), 5.70 (br m, 1H)... The reactants are OO (Hydrogen peroxide), C([O-])([O-])=O.[Na+].[Na+] (sodium carbonate), FC1=C(C=CC=C1F)[C@H]1[C@@H](C2=C(N=CS2)[C@@H](CC1)O)NC(OC(C)(C)C)=O (tert-butyl (4R,7S,8S)-7-(2,3-difluorophenyl)-4-hydroxy-5,6,7,8-tetrahydro-4H-cyclohepta[d]thiazol-8-ylcarbamate), FC(F)(F)I.CS(=O)C (trifluoromethyliodide dimethylsulfoxide). Reagents/catalysts: C1(C=CC=C1)[Fe]C1C=CC=C1 (Dicyclopentadienyliron(II)). Reaction conditions: time 1 hour. Yields the product FC1=C(C=CC=C1F)[C@H]1[C@@H](C2=C(N=C(S2)C(F)(F)F)[C@@H](CC1)O)NC(OC(C)(C)C)=O (tert-butyl(4R,7S,8S)-7-(2,3-difluorophenyl)-4-hydroxy-2-(trifluoromethyl)-5,6,7,8-tetrahydro-4H-cyclohepta[d]thiazol-8-ylcarbamate). Isolated yield 24.0%. Reaction SMILES: [F:1][C:2]1[C:7]([F:8])=[CH:6][CH:5]=[CH:4][C:3]=1[C@@H:9]1[CH2:18][CH2:17][C@@H:16]([OH:19])[C:12]2[N:13]=[CH:14][S:15][C:11]=2[C@H:10]1[NH:20][C:21](=[O:27])[O:22][C:23]([CH3:26])([CH3:25])[CH3:24].OO.C(=O)([O-])[O-].[Na+].[Na+].[F:36][C:37](I)([F:39])[F:38].CS(C)=O>C1([Fe]C2C=CC=C2)C=CC=C1>[F:1][C:2]1[C:7]([F:8])=[CH:6][CH:5]=[CH:4][C:3]=1[C@@H:9]1[CH2:18][CH2:17][C@@H:16]([OH:19])[C:12]2[N:13]=[C:14]([C:37]([F:39])([F:38])[F:36])[S:15][C:11]=2[C@H:10]1[NH:20][C:21](=[O:27])[O:22][C:23]([CH3:24])([CH3:26])[CH3:25] |f:2.3.4,5.6|. Procedure: Trifluoromethyliodide gas was bubbled through 4 mL of dimethylsulfoxide for 3 min at rt. In this way, approximately 0.9 g of trifluoromethyliodide was dissolved in this solution. Dicyclopentadienyliron(II) (21.9 mg, 0.114 mmol) and tert-butyl (4R,7S,8S)-7-(2,3-difluorophenyl)-4-hydroxy-5,6,7,8-tetrahydro-4H-cyclohepta[d]thiazol-8-ylcarbamate (45.3 mg, 0.114 mmol) was dissolved in 2 mL of the trifluoromethyliodide-dimethylsulfoxide solution described above. Hydrogen peroxide (0.012 mL, 0.114 mmol... Starting materials: N[C@@H]1C(NCCCC1)=O ((s)-3-amino-azepan-2-one), ClC1=CC=C2C(=CC(=NC2=C1)N)N1CCNCC1 (7-chloro-4-(1-piperazinyl)-2-quinolinamine), ClC(=O)OC1=CC=C(C=C1)[N+](=O)[O-] (4-nitrophenyl chloroformate), C(C)(C)N(CC)C(C)C (diisopropyl(ethyl)amine). Yields the product NC1=NC2=CC(=CC=C2C(=C1)N1CCN(CC1)C(=O)N[C@@H]1C(NCCCC1)=O)Cl (4-(2-Amino-7-chloro-4-quinolinyl)-N-[(3S)-hexahydro-2-oxo-1H-azepin-3-yl]-1-piperazinecarboxamide). RXN SMILES: [NH2:1][C@H:2]1[CH2:8][CH2:7][CH2:6][CH2:5][NH:4][C:3]1=[O:9].Cl[C:11](OC1C=CC([N+]([O-])=O)=CC=1)=[O:12].C(N(C(C)C)CC)(C)C.[Cl:32][C:33]1[CH:42]=[C:41]2[C:36]([C:37]([N:44]3[CH2:49][CH2:48][NH:47][CH2:46][CH2:45]3)=[CH:38][C:39]([NH2:43])=[N:40]2)=[CH:35][CH:34]=1>>[NH2:43][C:39]1[CH:38]=[C:37]([N:44]2[CH2:49][CH2:48][N:47]([C:11]([NH:1][C@H:2]3[CH2:8][CH2:7][CH2:6][CH2:5][NH:4][C:3]3=[O:9])=[O:12])[CH2:46][CH2:45]2)[C:36]2[C:41](=[CH:42][C:33]([Cl:32])=[CH:34][CH:35]=2)[N:40]=1. Procedure: As described for example 78, (s)-3-amino-azepan-2-one, 4-nitrophenyl chloroformate, diisopropyl(ethyl)amine, and 7-chloro-4-(1-piperazinyl)-2-quinolinamine are reacted to afford the product as a light yellow solid. LC-MS: 417 (M++1). 1H NMR (CD3OD) δ 7.80 (d, 1H), 7.45 (s, 1H), 7.15 (d, 1H), 6.35 (s, 1H), 4.45 (d, 1H), 3.68 (m, 4H), 3.25 (m, 2H), 3.10 (m, 4H), 2.00 (m, 2H), 1.80 (m, 2H), 1.60 (m, 1H), 1.38 (m, 1H).